From a dataset of the Open Reaction Database (ORD), a public repository of structured organic reaction records. describe an organic reaction: reactants, conditions, products, and yield Reactants: N1(N=NC=C1)CCOC1=CC=C(C=C1)[N+](=O)[O-] (4-[2-(1,2,3-triazol-1-yl)ethoxy]nitrobenzene), NC1=CC=CC=C1 (aniline). Reagents/catalysts: [Pd] (palladium on charcoal). Yields the product N1(N=NC=C1)CCOC1=CC=C(N)C=C1 (4-[2-(1,2,3-Triazol-1-yl)ethoxy]aniline), desired material. RXN SMILES: [N:1]1([CH2:6][CH2:7][O:8][C:9]2[CH:14]=[CH:13][C:12]([N+:15]([O-])=O)=[CH:11][CH:10]=2)[CH:5]=[CH:4][N:3]=[N:2]1.NC1C=CC=CC=1>[Pd]>[N:1]1([CH2:6][CH2:7][O:8][C:9]2[CH:14]=[CH:13][C:12]([NH2:15])=[CH:11][CH:10]=2)[CH:5]=[CH:4][N:3]=[N:2]1. Reported procedure: 4-[2-(1,2,3-Triazol-1-yl)ethoxy]aniline was prepared from 4-[2-(1,2,3-triazol-1-yl)ethoxy]nitrobenzene (5.98 g, 25.5 mmol) and 10% palladium on charcoal (1.5 g) in a manner similar to the aniline intermediate of Example 12 to give the desired material (4.91 g) as a yellow solid m.p. 141°. δH (CDCl3) 7.69 (1H, d, J 0.5 Hz), 7.62 (1H, d J 0.5 Hz), 6.65 (2H, d, J 5.8 Hz), 6.58 (2H, d, J 5.8 Hz), 4.71 (2H, t, J 5.0 Hz), 4.24 (2H, t, J 5.0 Hz) and 3.43 (2H, s).